Dataset: the Open Reaction Database (ORD), a public repository of structured organic reaction records. Task: describe an organic reaction: reactants, conditions, products, and yield Starting materials: C1=CC=C(C=C1)P(C2=CC=CC=C2)C3=C(C4=CC=CC=C4C=C3)C5=C(C=CC6=CC=CC=C65)P(C7=CC=CC=C7)C8=CC=CC=C8 ((S)-(−)-2,2′-Bis(diphenylphosphino)-1,1′-binaphthyl), CC(C)([O-])C.[Na+] (sodium tert-butoxide), O.C([O-])(O)=O.[Na+] (sodium bicarbonate water), BrC=1C(=C(C(=C2N=C(OC21)C(C)(C)C)C#N)C)C2=CC(=CC=C2)[N+](=O)[O-] (7-Bromo-2-tert-butyl-5-methyl-6-(3-nitrophenyl)-1,3-benzoxazole-4-carbonitrile), CN([C@@H]1CNCC1)C ((3S)-3-(dimethylamino)pyrrolidine), compound. Reagents/catalysts: C(C)(=O)[O-].[Pd+2].C(C)(=O)[O-] (palladium(II) acetate). Run in C1(=CC=CC=C1)C (toluene), C1(=CC=CC=C1)C (toluene), [Cl-].[Na+].O (brine). Run at time 5 minute. The product is C(C)(C)(C)C=1OC=2C(N1)=C(C(=C(C2N2C[C@H](CC2)N(C)C)C2=CC(=CC=C2)[N+](=O)[O-])C)C#N (2-tert-Butyl-7-[(3S)-3-(dimethylamino)pyrrolidin-1-yl]-5-methyl-6-(3-nitrophenyl)-1,3-benzoxazole-4-carbonitrile). Reaction SMILES: C1C=CC(P(C2C=CC3C(=CC=CC=3)C=2C2C3C(=CC=CC=3)C=CC=2P(C2C=CC=CC=2)C2C=CC=CC=2)C2C=CC=CC=2)=CC=1.Br[C:48]1[C:49]([C:64]2[CH:69]=[CH:68][CH:67]=[C:66]([N+:70]([O-:72])=[O:71])[CH:65]=2)=[C:50]([CH3:63])[C:51]([C:61]#[N:62])=[C:52]2[C:56]=1[O:55][C:54]([C:57]([CH3:60])([CH3:59])[CH3:58])=[N:53]2.[CH3:73][N:74]([CH3:80])[C@H:75]1[CH2:79][CH2:78][NH:77][CH2:76]1.CC(C)([O-])C.[Na+].O.C(=O)(O)[O-].[Na+]>C1(C)C=CC=CC=1.[Cl-].[Na+].O.C([O-])(=O)C.[Pd+2].C([O-])(=O)C>[C:57]([C:54]1[O:55][C:56]2[C:52](=[C:51]([C:61]#[N:62])[C:50]([CH3:63])=[C:49]([C:64]3[CH:69]=[CH:68][CH:67]=[C:66]([N+:70]([O-:72])=[O:71])[CH:65]=3)[C:48]=2[N:77]2[CH2:78][CH2:79][C@H:75]([N:74]([CH3:80])[CH3:73])[CH2:76]2)[N:53]=1)([CH3:60])([CH3:59])[CH3:58] |f:3.4,5.6.7,9.10.11,12.13.14|. Reported procedure: (S)-(−)-2,2′-Bis(diphenylphosphino)-1,1′-binaphthyl (180 mg, 0.29 mmol) was dissolved in toluene (8 ml) under heat, cooled to room temperature, then palladium(II) acetate (43 mg, 0.193 mmol) was added, followed by stirring for 5 minutes. 7-Bromo-2-tert-butyl-5-methyl-6-(3-nitrophenyl)-1,3-benzoxazole-4-carbonitrile (I-18) (400 mg, 0.966 mmol), (3S)-3-(dimethylamino)pyrrolidine (306 μl, 2.42 mmol), sodium tert-butoxide (260 mg, 2.71 mmol), toluene (5 ml) were successively put into it, followed by...